From a dataset of the Open Reaction Database (ORD), a public repository of structured organic reaction records. describe an organic reaction: reactants, conditions, products, and yield The reactants are OC1=CC(OC1CC(C)C)=O (4-hydroxy-5-isobutyl-5H-furan-2-one), C(C1=CC=CC=C1)=O (benzaldehyde), N1C=C(C2=CC=CC=C12)CCNC(C)=O (N-[2-(1H-indol-3-yl)-ethyl]-acetamide). The product is OC1=C(C(OC1CC(C)C)=O)C(C=1NC2=CC=CC=C2C1CCNC(C)=O)C1=CC=CC=C1 (N-(2-{2-[(4-Hydroxy-5-isobutyl-2-oxo-2,5-dihydro-furan-3-yl)-phenyl-methyl]-1H-indol-3-yl}-ethyl)-acetamide). RXN SMILES: [OH:1][C:2]1[CH:6]([CH2:7][CH:8]([CH3:10])[CH3:9])[O:5][C:4](=[O:11])[CH:3]=1.[CH:12](=O)[C:13]1[CH:18]=[CH:17][CH:16]=[CH:15][CH:14]=1.[NH:20]1[C:28]2[C:23](=[CH:24][CH:25]=[CH:26][CH:27]=2)[C:22]([CH2:29][CH2:30][NH:31][C:32](=[O:34])[CH3:33])=[CH:21]1>>[OH:1][C:2]1[CH:6]([CH2:7][CH:8]([CH3:9])[CH3:10])[O:5][C:4](=[O:11])[C:3]=1[CH:12]([C:13]1[CH:18]=[CH:17][CH:16]=[CH:15][CH:14]=1)[C:21]1[NH:20][C:28]2[C:23]([C:22]=1[CH2:29][CH2:30][NH:31][C:32](=[O:34])[CH3:33])=[CH:24][CH:25]=[CH:26][CH:27]=2. Reported procedure: Using general procedure C, 4-hydroxy-5-isobutyl-5H-furan-2-one (Lit. 14) was reacted with benzaldehyde and N-[2-(1H-indol-3-yl)-ethyl]-acetamide to give the title compound as a white solid. MS: 441.1 ([M+H]+).